Dataset: the Open Reaction Database (ORD), a public repository of structured organic reaction records. Task: describe an organic reaction: reactants, conditions, products, and yield The reactants are N1CCCC1 (pyrrolidine), C1(=CC=CC=C1)P(=O)(C1=CC=CC=C1)N=[N+]=[N-] (Diphenylphosphoryl azide), FC(C1=NN(C=2CCCCC12)C1=CC=C(C(=O)O)C=C1)(F)F (4-[3-(trifluoromethyl)-4,5,6,7-tetrahydro-1H-indazol-1-yl]benzoic acid), C(C)(C)N(CC)C(C)C (diisopropylethylamine). Run in O1CCOCC1 (1,4-dioxane). Product: FC(C1=NN(C=2CCCCC12)C1=CC=C(C=C1)NC(=O)N1CCCC1)(F)F (N-{4-[3-(trifluoromethyl)-4,5,6,7-tetrahydro-1H-indazol-1-yl]phenyl}-1-pyrrolidinecarboxamide). Yield: 15.9%. Reaction SMILES: C1(P(N=[N+]=[N-])(C2C=CC=CC=2)=[O:8])C=CC=CC=1.[F:18][C:19]([F:39])([F:38])[C:20]1[C:28]2[CH2:27][CH2:26][CH2:25][CH2:24][C:23]=2[N:22]([C:29]2[CH:37]=[CH:36][C:32](C(O)=O)=[CH:31][CH:30]=2)[N:21]=1.C([N:43]([CH:46](C)C)CC)(C)C.[NH:49]1[CH2:53][CH2:52][CH2:51][CH2:50]1>O1CCOCC1>[F:38][C:19]([F:39])([F:18])[C:20]1[C:28]2[CH2:27][CH2:26][CH2:25][CH2:24][C:23]=2[N:22]([C:29]2[CH:30]=[CH:31][C:32]([NH:43][C:46]([N:49]3[CH2:53][CH2:52][CH2:51][CH2:50]3)=[O:8])=[CH:36][CH:37]=2)[N:21]=1. Reported procedure: Diphenylphosphoryl azide (290 μL; 1.36 mmol) was added in one portion to a stirring mixture of 4-[3-(trifluoromethyl)-4,5,6,7-tetrahydro-1H-indazol-1-yl]benzoic acid (195 mg; 0.63 mmol) and diisopropylethylamine (220 μL; 1.29 mmol) in 1,4-dioxane (2.2 mL). The mixture was heated at reflux for 2 hours, pyrrolidine (100 μL; 1.21 mmol) was added in on portion, and the reaction heated at reflux for a further 1 hour. Concentration in vacuo, followed by column chromatography gave the title compound (3... The reactants are Nc1nc2ccc(OS(=O)(=O)c3c(Cl)cccc3Cl)cc2s1, COC(=O)Cl, O, c1ccncc1. Yields the product COC(=O)Nc1nc2ccc(OS(=O)(=O)c3c(Cl)cccc3Cl)cc2s1. Reaction SMILES: [Cl:1][c:2]1[c:3]([S:9](=[O:10])(=[O:11])[O:12][c:13]2[cH:14][c:15]3[c:16]([n:17][c:18]([NH2:20])[s:19]3)[cH:21][cH:22]2)[c:4]([Cl:8])[cH:5][cH:6][cH:7]1.[Cl:23][C:24](=[O:25])[O:26][CH3:27].[OH2:28].[cH:29]1[cH:30][cH:31][n:32][cH:33][cH:34]1>>[Cl:1][c:2]1[c:3]([S:9](=[O:10])(=[O:11])[O:12][c:13]2[cH:14][c:15]3[c:16]([n:17][c:18]([NH:20][C:24](=[O:25])[O:26][CH3:27])[s:19]3)[cH:21][cH:22]2)[c:4]([Cl:8])[cH:5][cH:6][cH:7]1. The reactants are COC(=O)C1SC(=CC1O)C (3-hydroxy-5-methyldihydrothiophene-2-carboxylic acid methyl ester), S(=O)(=O)(Cl)Cl (sulfuryl chloride). Run in C(Cl)Cl (methylene chloride), C(Cl)Cl (methylene chloride). The product is COC(=O)C=1SC(=CC1O)C (3-hydroxy-5-methylthiophene-2-carboxylic acid methyl ester). Yield: 75.0%. As a reaction SMILES: [CH3:1][O:2][C:3]([CH:5]1[CH:9]([OH:10])[CH:8]=[C:7]([CH3:11])[S:6]1)=[O:4].S(Cl)(Cl)(=O)=O>C(Cl)Cl>[CH3:1][O:2][C:3]([C:5]1[S:6][C:7]([CH3:11])=[CH:8][C:9]=1[OH:10])=[O:4]. Procedure: 17.4 Parts of 3-hydroxy-5-methyldihydrothiophene-2-carboxylic acid methyl ester are dissolved in 100 parts by volume of methylene chloride. 14.9 parts of sulfuryl chloride in 20 parts by volume of methylene chloride are added in the course of 30 minutes at 10° C., whilst passing nitrogen into the mixture. The mixture is then distilled. 12.9 parts (75% of theory) of 3-hydroxy-5-methylthiophene-2-carboxylic acid methyl ester of boiling point 67°-70° C./0.3 mbar are obtained. The reactants are C(C)(C)(C)OC(=O)N1CC(C1)(NC=1C=C2N3C(C(N(N=C3COC2=CC1C(F)(F)F)COCC[Si](C)(C)C)=O)C)C (3-methyl-3-[4-methyl-3-oxo-7-trifluoromethyl-2-(2-trimethylsilanyl-ethoxymethyl)-2,3,4,10-tetrahydro-9-oxa-1,2,4a-triaza-phenanthren-6-ylamino]-azetidine-1-carboxylic acid tert-butyl ester), CCCC[N+](CCCC)(CCCC)CCCC.[F-] (TBAF). The solvent is C1CCOC1 (THF), C1CCOC1 (THF). Yields the product C(C)(C)(C)OC(=O)N1CC(C1)(NC=1C=C2N3C(C(NN=C3COC2=CC1C(F)(F)F)=O)C)C (3-methyl-3-(4-methyl-3-oxo-7-trifluoromethyl-2,3,4,10-tetrahydro-9-oxa-1,2,4a-triaza-phenanthren-6-ylamino)-azetidine-1-carboxylic acid tert-butyl ester). Yield: 15.0%. RXN SMILES: [C:1]([O:5][C:6]([N:8]1[CH2:11][C:10]([CH3:41])([NH:12][C:13]2[CH:14]=[C:15]3[C:24](=[CH:25][C:26]=2[C:27]([F:30])([F:29])[F:28])[O:23][CH2:22][C:21]2[N:16]3[CH:17]([CH3:40])[C:18](=[O:39])[N:19](COCC[Si](C)(C)C)[N:20]=2)[CH2:9]1)=[O:7])([CH3:4])([CH3:3])[CH3:2].CCCC[N+](CCCC)(CCCC)CCCC.[F-]>C1COCC1>[C:1]([O:5][C:6]([N:8]1[CH2:9][C:10]([CH3:41])([NH:12][C:13]2[CH:14]=[C:15]3[C:24](=[CH:25][C:26]=2[C:27]([F:29])([F:28])[F:30])[O:23][CH2:22][C:21]2[N:16]3[CH:17]([CH3:40])[C:18](=[O:39])[NH:19][N:20]=2)[CH2:11]1)=[O:7])([CH3:4])([CH3:2])[CH3:3] |f:1.2|. Reported procedure: To a solution of 3-methyl-3-[4-methyl-3-oxo-7-trifluoromethyl-2-(2-trimethylsilanyl-ethoxymethyl)-2,3,4,10-tetrahydro-9-oxa-1,2,4a-triaza-phenanthren-6-ylamino]-azetidine-1-carboxylic acid tert-butyl ester (0.085 g, 0.142 mmol) in THF (5 mL) was added a solution of TBAF in THF (1M, 0.709 mL, 0.709 mmol). The reaction mixture was heated to reflux overnight. The reaction mixture was cooled to ambient temperature and the solvent was removed in vacuo. The residue was purified by preparative HPLC (Ta... Starting materials: I.CN=C(NN)SC (methyl N-methylthiocarbazimidate hydroiodide), C(C1=CC=CC=C1)N (benzylamine). Solvent: O (water). Reaction conditions: time 8 hour. Yields the product I.NNC(=NCC1=CC=CC=C1)NC (1-Amino-2-benzyl-3-methylguanidine hydroiodide). RXN SMILES: [IH:1].[CH3:2][N:3]=[C:4](SC)[NH:5][NH2:6].[CH2:9]([NH2:16])[C:10]1[CH:15]=[CH:14][CH:13]=[CH:12][CH:11]=1>O>[IH:1].[NH2:6][NH:5][C:4]([NH:3][CH3:2])=[N:16][CH2:9][C:10]1[CH:15]=[CH:14][CH:13]=[CH:12][CH:11]=1 |f:0.1,4.5|. Procedure: A solution of 36.0 g. of methyl N-methylthiocarbazimidate hydroiodide and 16.1 g. of benzylamine in 100 ml. of water is heated on a steam bath for one hour and then allowed to stand at room temperature overnight. The reaction mixture is concentrated under reduced pressure. The residue is dissolved in ethanol, treated with activated charcoal and filtered. The filtrate is concentrated to a small volume under reduced pressure and the residual solution is diluted with diethyl ether. The resultant cr... Reactants: NC(=O)c1cc(Cl)nc(Cl)n1, CCCCO, CCCC(C)C, CCN(C(C)C)C(C)C, Cc1ccc(NC(=O)c2cc(F)cc(N3CCOCC3)c2)cc1N, O. The product is Cc1ccc(NC(=O)c2cc(F)cc(N3CCOCC3)c2)cc1Nc1cc(C(N)=O)nc(Cl)n1. Reaction SMILES: [C:25]([NH2:26])(=[O:27])[c:28]1[cH:29][c:30]([Cl:35])[n:31][c:32]([Cl:34])[n:33]1.[CH2:52]([OH:53])[CH2:54][CH2:55][CH3:56].[CH3:45][CH2:46][CH2:47][CH:48]([CH3:49])[CH3:50].[CH:36]([N:37]([CH2:38][CH3:39])[CH:40]([CH3:41])[CH3:42])([CH3:43])[CH3:44].[NH2:1][c:2]1[cH:3][c:4]([NH:9][C:10]([c:11]2[cH:12][c:13]([F:23])[cH:14][c:15]([N:17]3[CH2:18][CH2:19][O:20][CH2:21][CH2:22]3)[cH:16]2)=[O:24])[cH:5][cH:6][c:7]1[CH3:8].[OH2:51]>>[NH:1]([c:2]1[cH:3][c:4]([NH:9][C:10]([c:11]2[cH:12][c:13]([F:23])[cH:14][c:15]([N:17]3[CH2:18][CH2:19][O:20][CH2:21][CH2:22]3)[cH:16]2)=[O:24])[cH:5][cH:6][c:7]1[CH3:8])[c:30]1[cH:29][c:28]([C:25]([NH2:26])=[O:27])[n:33][c:32]([Cl:34])[n:31]1. Starting materials: Fc1ccc(Br)cc1F, [Li]CCCC, CCCCCC, CCOC(C)=O, CC(C)NC(C)C, C[Si](C)(C)Cl, C1CCOC1, O. Product: C[Si](C)(C)c1c(Br)ccc(F)c1F. Reaction SMILES: [Br:13][c:14]1[cH:15][c:16]([F:21])[c:17]([F:20])[cH:18][cH:19]1.[CH2:8]([Li:9])[CH2:10][CH2:11][CH3:12].[CH3:32][CH2:33][CH2:34][CH2:35][CH2:36][CH3:37].[CH3:39][CH2:40][O:41][C:42](=[O:43])[CH3:44].[CH:1]([NH:2][CH:3]([CH3:4])[CH3:5])([CH3:6])[CH3:7].[Cl:22][Si:23]([CH3:24])([CH3:25])[CH3:26].[O:27]1[CH2:28][CH2:29][CH2:30][CH2:31]1.[OH2:38]>>[Br:13][c:14]1[c:15]([Si:23]([CH3:24])([CH3:25])[CH3:26])[c:16]([F:21])[c:17]([F:20])[cH:18][cH:19]1. Yields the product ClC=1C=C2CCN(C(C2=CC1)=O)C=1C=C(C=NC1)NS(=O)(=O)CC (Ethanesulfonic acid [5-(6-chloro-1-oxo-3,4-dihydro-1H-isoquinolin-2-yl)-pyridin-3-yl]-amide). The solvent is O1CCOCC1 (dioxane). Procedure: CuI (1.9 mg, 0.01 mmol), L-proline (2.3 mg, 0.02 mmol) and Cs2CO3 (65 mg, 0.2 mmol) were added to a dioxane (3 mL) solution of 2-(5-bromo-pyridin-3-yl)-6-chloro-3,4-dihydro-2H-isoquinolin-1-one (example 7) (33.7 mg, 0.1 mmol) and ethanesulfonic acid amide (10.9 mg, 0.1 mmol). The resulting reaction mixture was subject to microwave reaction at 150° C. for 2.5 hours. The reaction mixture was filtered and concentrated in vacuo to give a crude product which was then purified by prep-HPLC to give tit... Starting materials: N1[C@H](C(=O)O)CCC1 (L-proline), C(=O)([O-])[O-].[Cs+].[Cs+] (Cs2CO3), BrC=1C=C(C=NC1)N1C(C2=CC=C(C=C2CC1)Cl)=O (2-(5-bromo-pyridin-3-yl)-6-chloro-3,4-dihydro-2H-isoquinolin-1-one), C(C)S(=O)(=O)N (ethanesulfonic acid amide). The yield is 20.0%. The reagents and catalysts are [Cu]I (CuI). Reaction SMILES: N1CCC[C@H]1C(O)=O.C([O-])([O-])=O.[Cs+].[Cs+].Br[C:16]1[CH:17]=[C:18]([N:22]2[CH2:31][CH2:30][C:29]3[C:24](=[CH:25][CH:26]=[C:27]([Cl:32])[CH:28]=3)[C:23]2=[O:33])[CH:19]=[N:20][CH:21]=1.[CH2:34]([S:36]([NH2:39])(=[O:38])=[O:37])[CH3:35]>[Cu]I.O1CCOCC1>[Cl:32][C:27]1[CH:28]=[C:29]2[C:24](=[CH:25][CH:26]=1)[C:23](=[O:33])[N:22]([C:18]1[CH:17]=[C:16]([NH:39][S:36]([CH2:34][CH3:35])(=[O:38])=[O:37])[CH:21]=[N:20][CH:19]=1)[CH2:31][CH2:30]2 |f:1.2.3|. Starting materials: ClC=1C=CC2=C(C(CCCN2C(C2=CC=C(C=C2)C=O)=O)CC(=O)N2CCN(CC2)C)C1 (7-chloro-5-[(4-methyl-1-piperazinyl)carbonylmethyl]-1-(4-formylbenzoyl)-2,3,4,5-tetrahydro-1H-benzazepine), C(C)(=O)O (acetic acid), C(#N)[BH3-].[Na+] (sodium cyanoborohydride). The solvent is CO (methanol). Conditions: temperature 50 celsius, time 8 hour. Yields the product ClC=1C=CC2=C(C(CCCN2C(C2=CC=C(C=C2)CNC2=C(C=CC=C2)C)=O)CC(=O)N2CCN(CC2)C)C1 (7-chloro-5-[(4-methyl-1-piperazinyl)carbonylmethyl]-1-[4-(2-methylanilinomethyl)benzoyl]-2,3,4,5-tetrahydro-1H-benzazepine). RXN SMILES: [Cl:1][C:2]1[CH:3]=[CH:4][C:5]2[N:11]([C:12](=[O:21])[C:13]3[CH:18]=[CH:17][C:16]([CH:19]=O)=[CH:15][CH:14]=3)[CH2:10][CH2:9][CH2:8][CH:7]([CH2:22][C:23]([N:25]3[CH2:30][CH2:29][N:28]([CH3:31])[CH2:27][CH2:26]3)=[O:24])[C:6]=2[CH:32]=1.[C:33](O)(=O)[CH3:34].[C:37]([BH3-])#[N:38].[Na+]>CO>[Cl:1][C:2]1[CH:3]=[CH:4][C:5]2[N:11]([C:12](=[O:21])[C:13]3[CH:14]=[CH:15][C:16]([CH2:19][NH:38][C:37]4[CH:6]=[CH:32][CH:2]=[CH:3][C:33]=4[CH3:34])=[CH:17][CH:18]=3)[CH2:10][CH2:9][CH2:8][CH:7]([CH2:22][C:23]([N:25]3[CH2:30][CH2:29][N:28]([CH3:31])[CH2:27][CH2:26]3)=[O:24])[C:6]=2[CH:32]=1 |f:2.3|. Procedure: To a solution of 7-chloro-5-[(4-methyl-1-piperazinyl)carbonylmethyl]-1-(4-formylbenzoyl)-2,3,4,5-tetrahydro-1H-benzazepine (0.29 g) in methanol (30 ml) are added o-toluizine (0.2 ml) and acetic acid until the mixture becomes pH 4. The mixture is heated with stirring at 50° C. for 8 hours, and thereto is added sodium cyanoborohydride (0.085 g) with ice-cooling, and the mixture is stirred for one hour. The mixture is evaporated to remove the methanol, and thereto is added water. The mixture is ext...